Dataset: the Open Reaction Database (ORD), a public repository of structured organic reaction records. Task: describe an organic reaction: reactants, conditions, products, and yield Reactants: FC=1C=C(C=C(C1)CO[C@@H](C(F)(F)F)C)C1=CC(=NN1C1=CC=CC=C1)N (5-[3-fluoro-5-((R)-2,2,2-trifluoro-1-methylethoxymethyl)phenyl]-1-phenyl-1H-pyrazol-3-ylamine), O (water), O=C1C[C@@H](CN1)C(=O)O ((S)-5-oxopyrrolidine-3-carboxylic acid), CCN=C=NCCCN(C)C.Cl (WSC.HCl). Run in CN(C(C)=O)C (N,N-dimethylacetamide). Reaction conditions: time 5.2 hour. Yields the product FC=1C=C(C=C(C1)CO[C@@H](C(F)(F)F)C)C1=CC(=NN1C1=CC=CC=C1)NC(=O)[C@@H]1CNC(C1)=O ((S)-5-Oxopyrrolidine-3-carboxylic acid{5-[3-fluoro-5-((R)-2,2,2-trifluoro-1-methylethoxymethyl)phenyl]-1-phenyl-1H-pyrazol-3-yl}amide). The yield is 41.8%. As a reaction SMILES: [F:1][C:2]1[CH:3]=[C:4]([C:16]2[N:20]([C:21]3[CH:26]=[CH:25][CH:24]=[CH:23][CH:22]=3)[N:19]=[C:18]([NH2:27])[CH:17]=2)[CH:5]=[C:6]([CH2:8][O:9][C@H:10]([CH3:15])[C:11]([F:14])([F:13])[F:12])[CH:7]=1.[O:28]=[C:29]1[NH:33][CH2:32][C@@H:31]([C:34](O)=[O:35])[CH2:30]1.CCN=C=NCCCN(C)C.Cl.O>CN(C)C(=O)C>[F:1][C:2]1[CH:3]=[C:4]([C:16]2[N:20]([C:21]3[CH:26]=[CH:25][CH:24]=[CH:23][CH:22]=3)[N:19]=[C:18]([NH:27][C:34]([C@H:31]3[CH2:30][C:29](=[O:28])[NH:33][CH2:32]3)=[O:35])[CH:17]=2)[CH:5]=[C:6]([CH2:8][O:9][C@H:10]([CH3:15])[C:11]([F:14])([F:12])[F:13])[CH:7]=1 |f:2.3|. Reported procedure: To a solution of 5-[3-fluoro-5-((R)-2,2,2-trifluoro-1-methylethoxymethyl)phenyl]-1-phenyl-1H-pyrazol-3-ylamine (37 mg) in N,N-dimethylacetamide (1.0 ml) were sequentially added (S)-5-oxopyrrolidine-3-carboxylic acid (16 mg) prepared in Preparation 14 and WSC.HCl (23 mg) at room temperature, the mixture was stirred for 5.2 hours. To this reaction mixture was added water, and then the precipitated solid was collected by filtration. This solid was purified by silica gel thin-layer chromatography (e...